This data is from the Open Reaction Database (ORD), a public repository of structured organic reaction records. The task is: describe an organic reaction: reactants, conditions, products, and yield The reactants are CCO, CCC(C)(C)c1nc2cc(NC(C)=O)ccc2n1CC1CCCCC1, Cl. The product is CCC(C)(C)c1nc2cc(N)ccc2n1CC1CCCCC1. Reaction SMILES: [CH3:27][CH2:28][OH:29].[CH:1]1([CH2:7][n:8]2[c:9]([C:21]([CH2:22][CH3:23])([CH3:24])[CH3:25])[n:10][c:11]3[c:12]2[cH:13][cH:14][c:15]([NH:17][C:18](=[O:19])[CH3:20])[cH:16]3)[CH2:2][CH2:3][CH2:4][CH2:5][CH2:6]1.[ClH:26]>>[CH:1]1([CH2:7][n:8]2[c:9]([C:21]([CH2:22][CH3:23])([CH3:24])[CH3:25])[n:10][c:11]3[c:12]2[cH:13][cH:14][c:15]([NH2:17])[cH:16]3)[CH2:2][CH2:3][CH2:4][CH2:5][CH2:6]1. Starting materials: NC=1C=C(OC=2C=CC=3N(N2)C=C(N3)NC(=O)C3CC3)C=CC1F (N-[6-(3-amino-4-fluorophenoxy)imidazo[1,2-b]pyridazin-2-yl]cyclopropanecarboxamide), CC=1OC(=C(N1)C(=O)Cl)C (2,5-dimethyl-1,3-oxazole-4-carbonyl chloride), O (Water). Solvent: CN(C(C)=O)C (N,N-dimethylacetamide). Run at time 2 hour. The product is C1(CC1)C(=O)NC=1N=C2N(N=C(C=C2)OC=2C=CC(=C(C2)NC(=O)C=2N=C(OC2C)C)F)C1 (N-[5-({2-[(cyclopropylcarbonyl)amino]imidazo[1,2-b]pyridazin-6-yl}oxy)-2-fluorophenyl]-2,5-dimethyl-1,3-oxazole-4-carboxamide). The yield is 72.1%. RXN SMILES: [NH2:1][C:2]1[CH:3]=[C:4]([CH:21]=[CH:22][C:23]=1[F:24])[O:5][C:6]1[CH:7]=[CH:8][C:9]2[N:10]([CH:12]=[C:13]([NH:15][C:16]([CH:18]3[CH2:20][CH2:19]3)=[O:17])[N:14]=2)[N:11]=1.[CH3:25][C:26]1[O:27][C:28]([CH3:34])=[C:29]([C:31](Cl)=[O:32])[N:30]=1.O>CN(C)C(=O)C>[CH:18]1([C:16]([NH:15][C:13]2[N:14]=[C:9]3[CH:8]=[CH:7][C:6]([O:5][C:4]4[CH:21]=[CH:22][C:23]([F:24])=[C:2]([NH:1][C:31]([C:29]5[N:30]=[C:26]([CH3:25])[O:27][C:28]=5[CH3:34])=[O:32])[CH:3]=4)=[N:11][N:10]3[CH:12]=2)=[O:17])[CH2:20][CH2:19]1. Procedure details: To a solution of N-[6-(3-amino-4-fluorophenoxy)imidazo[1,2-b]pyridazin-2-yl]cyclopropanecarboxamide (200 mg, 0.61 mmol) in N,N-dimethylacetamide (4.0 mL) was added 2,5-dimethyl-1,3-oxazole-4-carbonyl chloride (127 mg, 0.79 mmol), and the mixture was stirred at room temperature for 2 hr. Water was added to the reaction mixture, and the mixture was extracted with ethyl acetate, washed with saturated brine, dried over anhydrous sodium sulfate, and filtrated. The solvent was evaporated under reduced...